The task is: describe an organic reaction: reactants, conditions, products, and yield. This data is from the Open Reaction Database (ORD), a public repository of structured organic reaction records. Reactants: S(O)(O)(=O)=O (sulfuric acid), C1(CCCCC1)N1N=C(C(=C1N)C#N)C (1-cyclohexyl-3-methyl-4-cyano-5-amino-1H-pyrazole). Run in C(C)(=O)O (acetic acid). Reaction conditions: time 24 hour. Yields the product C1(CCCCC1)N1N=C(C(=C1N)C(=O)N)C (1-cyclohexyl-3-methyl-5-amino-1H-pyrazole-4-carboxamide). Isolated yield 76.0%. RXN SMILES: S(=O)(=O)(O)[OH:2].[CH:6]1([N:12]2[C:16]([NH2:17])=[C:15]([C:18]#[N:19])[C:14]([CH3:20])=[N:13]2)[CH2:11][CH2:10][CH2:9][CH2:8][CH2:7]1>C(O)(=O)C>[CH:6]1([N:12]2[C:16]([NH2:17])=[C:15]([C:18]([NH2:19])=[O:2])[C:14]([CH3:20])=[N:13]2)[CH2:7][CH2:8][CH2:9][CH2:10][CH2:11]1. Procedure details: To concentrated sulfuric acid (50 ml) at 0° C. was added 1-cyclohexyl-3-methyl-4-cyano-5-amino-1H-pyrazole (2.2 g, 10.8 mmol). The reaction mixture was warmed to room temperature and stirred for 24 hours. The solution was poured into ice/concentrated ammonium hydroxide, the solution was then neutralized with acetic acid and extracted with dichloromethane (2×400 ml). The solvent was removed in vacuo, the residue was extracted with ethyl acetate (75 ml) and treated with DARCO. The solution was fil... Reactants: [OH-].[Na+] (sodium hydroxide), FC1=CC=C(NC(=O)N(C2=CC=C(OC3=CC=NC4=CC(=C(C=C34)C(=O)OC)OC)C=C2)C)C=C1 (methyl 4-(4-(((4-fluoroanilino)carbonyl)(methyl)amino)phenoxy)-7-methoxy-6-quinolinecarboxylate), Cl (Hydrochloric acid). Run in CO (methanol). Conditions: time 3 hour. The product is FC1=CC=C(NC(=O)N(C2=CC=C(OC3=CC=NC4=CC(=C(C=C34)C(=O)O)OC)C=C2)C)C=C1 (4-(4-(((4-Fluoroanilino)carbonyl)(methyl)amino)phenoxy)-7-methoxy-6-quinolinecarboxylic acid). The yield is 100.0%. As a reaction SMILES: [OH-].[Na+].[F:3][C:4]1[CH:37]=[CH:36][C:7]([NH:8][C:9]([N:11]([CH3:35])[C:12]2[CH:34]=[CH:33][C:15]([O:16][C:17]3[C:26]4[C:21](=[CH:22][C:23]([O:31][CH3:32])=[C:24]([C:27]([O:29]C)=[O:28])[CH:25]=4)[N:20]=[CH:19][CH:18]=3)=[CH:14][CH:13]=2)=[O:10])=[CH:6][CH:5]=1.Cl>CO>[F:3][C:4]1[CH:5]=[CH:6][C:7]([NH:8][C:9]([N:11]([CH3:35])[C:12]2[CH:34]=[CH:33][C:15]([O:16][C:17]3[C:26]4[C:21](=[CH:22][C:23]([O:31][CH3:32])=[C:24]([C:27]([OH:29])=[O:28])[CH:25]=4)[N:20]=[CH:19][CH:18]=3)=[CH:14][CH:13]=2)=[O:10])=[CH:36][CH:37]=1 |f:0.1|. Reported procedure: After adding methanol (20 ml) and 2N aqueous sodium hydroxide (5 ml) to methyl 4-(4-(((4-fluoroanilino)carbonyl)(methyl)amino)phenoxy)-7-methoxy-6-quinolinecarboxylate (1.042 g, 2.19 mmol), the mixture was stirred at room temperature for 3 hours. 2N Hydrochloric acid was added to the reaction solution for neutralization, and then the methanol was distilled off under reduced pressure and the precipitated white crystals were filtered out and dried at 70° C. to obtain the title compound (1.01 g, 2.... The reactants are CCC(CC)(c1ccc(O)c(C)c1)c1ccc(C#CC2(O)CCSCC2)c(C)c1, COCCO[Al+]OCCOC, CCOC(C)=O, [H-], [H-], [Na+], C1CCOC1. Product: CCC(CC)(c1ccc(O)c(C)c1)c1ccc(C=CC2(O)CCSCC2)c(C)c1. RXN SMILES: [CH2:15]([CH3:16])[C:17]([CH2:18][CH3:19])([c:20]1[cH:21][c:22]([CH3:27])[c:23]([OH:26])[cH:24][cH:25]1)[c:28]1[cH:29][c:30]([CH3:43])[c:31]([C:34]#[C:35][C:36]2([OH:42])[CH2:37][CH2:38][S:39][CH2:40][CH2:41]2)[cH:32][cH:33]1.[CH3:2][O:3][CH2:4][CH2:5][O:6][Al+:7][O:8][CH2:9][CH2:10][O:11][CH3:12].[CH3:49][CH2:50][O:51][C:52](=[O:53])[CH3:54].[H-:14].[H-:1].[Na+:13].[O:44]1[CH2:45][CH2:46][CH2:47][CH2:48]1>>[CH2:15]([CH3:16])[C:17]([CH2:18][CH3:19])([c:20]1[cH:21][c:22]([CH3:27])[c:23]([OH:26])[cH:24][cH:25]1)[c:28]1[cH:29][c:30]([CH3:43])[c:31]([CH:34]=[CH:35][C:36]2([OH:42])[CH2:37][CH2:38][S:39][CH2:40][CH2:41]2)[cH:32][cH:33]1. The reactants are FC=1C=C(C=CC1)C(=O)N=C=S (3-fluoro-1-benzenecarbonyl isothiocyanate), FC=1C=C(C=CC1)C(=O)Cl (3-fluoro-1-benzenecarbonyl chloride), COC=1C=C2C(=CC=NC2=CC1OC)OC1=C(C=C(N)C=C1)F (4-[(6,7-Dimethoxy-4-quinolyl)oxy]-3-fluoroaniline). The solvent is C(C)O (ethanol), C(C)O (ethanol), C1(=CC=CC=C1)C (toluene). Conditions: time 2 hour. Yields the product FC=1C=C(C=CC1)C(=O)N=C=S (3-Fluoro-1-benzenecarbonyl isothiocyanate), COC=1C=C2C(=CC=NC2=CC1OC)OC1=C(C=C(C=C1)NC(=S)NC(C1=CC(=CC=C1)F)=O)F (N-{4-[(6,7-Dimethoxy-4-quinolyl)oxy]-3-fluorophenyl}-N′-(3-fluorobenzoyl)thiourea). Yield: 83.0%. Reaction SMILES: FC1C=C(C(Cl)=O)C=CC=1.[CH3:11][O:12][C:13]1[CH:14]=[C:15]2[C:20](=[CH:21][C:22]=1[O:23][CH3:24])[N:19]=[CH:18][CH:17]=[C:16]2[O:25][C:26]1[CH:32]=[CH:31][C:29]([NH2:30])=[CH:28][C:27]=1[F:33].[F:34][C:35]1[CH:36]=[C:37]([C:41]([N:43]=[C:44]=[S:45])=[O:42])[CH:38]=[CH:39][CH:40]=1>C1(C)C=CC=CC=1.C(O)C>[F:34][C:35]1[CH:36]=[C:37]([C:41]([N:43]=[C:44]=[S:45])=[O:42])[CH:38]=[CH:39][CH:40]=1.[CH3:11][O:12][C:13]1[CH:14]=[C:15]2[C:20](=[CH:21][C:22]=1[O:23][CH3:24])[N:19]=[CH:18][CH:17]=[C:16]2[O:25][C:26]1[CH:32]=[CH:31][C:29]([NH:30][C:44]([NH:43][C:41](=[O:42])[C:37]2[CH:38]=[CH:39][CH:40]=[C:35]([F:34])[CH:36]=2)=[S:45])=[CH:28][C:27]=1[F:33]. Reported procedure: 3-Fluoro-1-benzenecarbonyl isothiocyanate was prepared using commercially available 3-fluoro-1-benzenecarbonyl chloride (80 mg) as a starting compound according to the description of the literature. 4-[(6,7-Dimethoxy-4-quinolyl)oxy]-3-fluoroaniline (50 mg) was dissolved in toluene (5 ml) and ethanol (1 ml) to prepare a solution. A solution of 3-fluoro-1-benzenecarbonyl isothiocyanate in ethanol (1 ml) was then added to the solution, and the mixture was stirred at room temperature for 2 hr. The r...